The task is: describe an organic reaction: reactants, conditions, products, and yield. This data is from the Open Reaction Database (ORD), a public repository of structured organic reaction records. Reactants: CCO, CN(C)C=O, CCOC(=O)c1cn(C2CC2)c2c(F)c(N=[N+]=[N-])c(F)cc2c1=O. Yields the product CCOC(=O)c1cn(C2CC2)c2c(F)c(N)c(F)cc2c1=O. As a reaction SMILES: [CH3:25][CH2:26][OH:27].[CH3:28][N:29]([CH3:30])[CH:31]=[O:32].[N:1](=[N+:2]=[N-:3])[c:4]1[c:5]([F:24])[cH:6][c:7]2[c:8](=[O:23])[c:9]([C:18](=[O:19])[O:20][CH2:21][CH3:22])[cH:10][n:11]([CH:15]3[CH2:16][CH2:17]3)[c:12]2[c:13]1[F:14]>>[NH2:1][c:4]1[c:5]([F:24])[cH:6][c:7]2[c:8](=[O:23])[c:9]([C:18](=[O:19])[O:20][CH2:21][CH3:22])[cH:10][n:11]([CH:15]3[CH2:16][CH2:17]3)[c:12]2[c:13]1[F:14].